This data is from the Open Reaction Database (ORD), a public repository of structured organic reaction records. The task is: describe an organic reaction: reactants, conditions, products, and yield Reactants: COc1cc([N+](=O)[O-])ccc1OCCN1CCC(OC)CC1, CO, ClCCl. The product is COc1cc(N)ccc1OCCN1CCC(OC)CC1. RXN SMILES: [CH3:1][O:2][CH:3]1[CH2:4][CH2:5][N:6]([CH2:9][CH2:10][O:11][c:12]2[c:13]([O:21][CH3:22])[cH:14][c:15]([N+:18]([O-:19])=[O:20])[cH:16][cH:17]2)[CH2:7][CH2:8]1.[CH3:23][OH:24].[Cl:25][CH2:26][Cl:27]>>[CH3:1][O:2][CH:3]1[CH2:4][CH2:5][N:6]([CH2:9][CH2:10][O:11][c:12]2[c:13]([O:21][CH3:22])[cH:14][c:15]([NH2:18])[cH:16][cH:17]2)[CH2:7][CH2:8]1.